Dataset: the Open Reaction Database (ORD), a public repository of structured organic reaction records. Task: describe an organic reaction: reactants, conditions, products, and yield RXN SMILES: [Cl:21][CH2:22][c:23]1[cH:24][cH:25][cH:26][cH:27][cH:28]1.[H-:17].[H:19][H:20].[I:1][c:2]1[cH:3][c:4]2[c:5]([CH2:11][C:12](=[O:13])[N:14]([CH3:15])[CH3:16])[cH:6][nH:7][c:8]2[cH:9][cH:10]1.[Na+:18].[O:29]=[CH:30][N:31]([CH3:32])[CH3:33]>>[I:1][c:2]1[cH:3][c:4]2[c:5]([CH2:11][C:12](=[O:13])[N:14]([CH3:15])[CH3:16])[cH:6][n:7]([CH2:22][c:23]3[cH:24][cH:25][cH:26][cH:27][cH:28]3)[c:8]2[cH:9][cH:10]1. Reactants: ClCc1ccccc1, [H-], [H][H], CN(C)C(=O)Cc1c[nH]c2ccc(I)cc12, [Na+], CN(C)C=O. The product is CN(C)C(=O)Cc1cn(Cc2ccccc2)c2ccc(I)cc12.